Dataset: the Open Reaction Database (ORD), a public repository of structured organic reaction records. Task: describe an organic reaction: reactants, conditions, products, and yield Run at temperature 75 celsius, time 30 minute. Product: CC1(OCCO1)CCCCN1N=C(C=C1)N (1-[4-(2-Methyl-[1,3]dioxolan-2-yl)-butyl]-1H-pyrazol-3-ylamine). Reagents/catalysts: [Fe] (iron). Procedure: In a flame dried round-bottomed flask equipped with a magnetic stir bar and under inert atmosphere (N2), a mixture of 1-[4-(2-methyl-[1,3]dioxolan-2-yl)-butyl]-3-nitro-1H-pyrazole (300 mg, 1.18 mmol), iron powder (199 mg, 3.53 mmol) and NH4Cl (317 mg, 5.88 mmol) in a mixture of EtOH (4.0 mL) and water (2.0 mL) was stirred at 75° C. for 30 min. The reaction mixture was filtered while hot and concentrated under reduced pressure. CH2Cl2 (20 mL) was added followed by water (20 mL). The aq. layer was... RXN SMILES: N#N.[CH3:3][C:4]1([CH2:9][CH2:10][CH2:11][CH2:12][N:13]2[CH:17]=[CH:16][C:15]([N+:18]([O-])=O)=[N:14]2)[O:8][CH2:7][CH2:6][O:5]1.[NH4+].[Cl-]>CCO.O.[Fe]>[CH3:3][C:4]1([CH2:9][CH2:10][CH2:11][CH2:12][N:13]2[CH:17]=[CH:16][C:15]([NH2:18])=[N:14]2)[O:8][CH2:7][CH2:6][O:5]1 |f:2.3|. Reactants: CC1(OCCO1)CCCCN1N=C(C=C1)[N+](=O)[O-] (1-[4-(2-methyl-[1,3]dioxolan-2-yl)-butyl]-3-nitro-1H-pyrazole), [NH4+].[Cl-] (NH4Cl), N#N (N2). The solvent is CCO (EtOH), O (water).